describe an organic reaction: reactants, conditions, products, and yield From a dataset of the Open Reaction Database (ORD), a public repository of structured organic reaction records. The reactants are O=O (oxygen), OC(C=O)C (Hydroxypropanal), OC(C=O)C (Hydroxypropanal). Reagents/catalysts: [Pt] (platinum on carbon). Reaction conditions: temperature 60 celsius. The product is C(C(O)C)(=O)O (lactic acid), OCC(C)=O (hydroxyacetone), C(C(=O)C)(=O)O (pyruvic acid). Isolated yield 7.6%. As a reaction SMILES: [O:1]=O.[OH:3][CH:4]([CH3:7])[CH:5]=[O:6]>[Pt]>[C:5]([OH:1])(=[O:6])[CH:4]([CH3:7])[OH:3].[OH:6][CH2:5][C:4](=[O:3])[CH3:7].[C:5]([OH:1])(=[O:6])[C:4]([CH3:7])=[O:3]. Reported procedure: Hydroxypropanal was oxidized with oxygen at atmospheric pressure in a 50 ml flask equipped with a stirrer, condenser and port for gas inlet. Hydroxypropanal solution (2 g in 20 ml water) and a 5% platinum on carbon catalyst (0.1 g) were loaded into the flask with stirring at 60° C. Oxygen was bubbled for 5 hours, the oxidation reaction starting immediately. Reaction rate and product distribution were measured by oxygen consumption, HPLC, and NMR. The results showed 44.4% conversion with a select... Starting materials: CNS(=O)(=O)C1=CC=C(C=C1)C (N-Methyl-p-toluenesulfonamide), [H-].[Na+] (NaH), ClC1=NC(=CC=C1)Cl (2,6-dichloropyridine), CC1(C2=C(C(=CC=C2)P(C3=CC=CC=C3)C4=CC=CC=C4)OC5=C(C=CC=C51)P(C6=CC=CC=C6)C7=CC=CC=C7)C (Xantphos). Reagents/catalysts: C(C)(=O)[O-].[Pd+2].C(C)(=O)[O-] (palladium(II) acetate). The solvent is CN(C)C=O (DMF), C(Cl)Cl (DCM), C(=O)(O)[O-].[Na+] (NaHCO3). Run at temperature 100 celsius, time 20 minute. Product: ClC1=CC=CC(=N1)N(S(=O)(=O)C1=CC=C(C=C1)C)C (N-(6-chloropyridin-2-yl)-N,4-dimethylbenzenesulfonamide). Yield: 33.7%. Reaction SMILES: [CH3:1][NH:2][S:3]([C:6]1[CH:11]=[CH:10][C:9]([CH3:12])=[CH:8][CH:7]=1)(=[O:5])=[O:4].[H-].[Na+].Cl[C:16]1[CH:21]=[CH:20][CH:19]=[C:18]([Cl:22])[N:17]=1.CC1(C)C2C(=C(P(C3C=CC=CC=3)C3C=CC=CC=3)C=CC=2)OC2C(P(C3C=CC=CC=3)C3C=CC=CC=3)=CC=CC1=2>C(Cl)Cl.C([O-])(O)=O.[Na+].C([O-])(=O)C.[Pd+2].C([O-])(=O)C.CN(C=O)C>[Cl:22][C:18]1[N:17]=[C:16]([N:2]([CH3:1])[S:3]([C:6]2[CH:11]=[CH:10][C:9]([CH3:12])=[CH:8][CH:7]=2)(=[O:5])=[O:4])[CH:21]=[CH:20][CH:19]=1 |f:1.2,6.7,8.9.10|. Procedure details: N-Methyl-p-toluenesulfonamide (0.2 g, 1 mmol) was added to a microwave vial equipped with a stir bar. DMF (3 mL) was added to the mixture, followed by NaH (0.13 g, 5.40 mmol), and the reaction solution was allowed to stir for 20 minutes. Then 2,6-dichloropyridine (0.24 g, 1.6 mmol), palladium(II) acetate (0.0242 g, 0.108 mmol) and Xantphos (0.024 g) were added to the mixture. The vial was capped and placed in the CEM microwave and heated for 10 minutes at 100° C. The mixture was diluted with DCM... Starting materials: CC(C)NC(=O)c1ccccc1N, ClCCCl, O=P(Cl)(Cl)Cl, O=S(=O)=O. Yields the product CC(C)N1C(=O)c2ccccc2NS1(=O)=O. Reaction SMILES: [CH:5]([CH3:6])([CH3:7])[NH:8][C:9]([c:10]1[c:11]([NH2:12])[cH:13][cH:14][cH:15][cH:16]1)=[O:17].[Cl:23][CH2:24][CH2:25][Cl:26].[P:18]([Cl:19])([Cl:20])([Cl:21])=[O:22].[S:1](=[O:2])(=[O:3])=[O:4]>>[S:1]1(=[O:2])(=[O:4])[N:8]([CH:5]([CH3:6])[CH3:7])[C:9](=[O:17])[c:10]2[c:11]([cH:13][cH:14][cH:15][cH:16]2)[NH:12]1. Starting materials: ClC1=CC(=CC=C1)C(=O)OO (m-chloroperbenzoic acid), C(C)(=O)OCC (ethyl acetate), C(C=C)N(CCCCCCCCCCCCCCCCCC)CCCCCCCCCCCCCCCCCC (N-allyl-N,N-dioctadecylamine), CO (methanol), resultant solution. Solvent: C(Cl)(Cl)Cl (chloroform), C(Cl)(Cl)Cl (chloroform), C(Cl)(Cl)Cl (chloroform). Run at time 2 hour. Yields the product C(C=C)[N+](CCCCCCCCCCCCCCCCCC)(CCCCCCCCCCCCCCCCCC)[O-] (N-Allyl-N,N-dioctadecylamine-N-oxide). Yield: 100.0%. As a reaction SMILES: [CH2:1]([N:4]([CH2:23][CH2:24][CH2:25][CH2:26][CH2:27][CH2:28][CH2:29][CH2:30][CH2:31][CH2:32][CH2:33][CH2:34][CH2:35][CH2:36][CH2:37][CH2:38][CH2:39][CH3:40])[CH2:5][CH2:6][CH2:7][CH2:8][CH2:9][CH2:10][CH2:11][CH2:12][CH2:13][CH2:14][CH2:15][CH2:16][CH2:17][CH2:18][CH2:19][CH2:20][CH2:21][CH3:22])[CH:2]=[CH2:3].ClC1C=CC=C(C(OO)=[O:49])C=1.C(OCC)(=O)C.CO>C(Cl)(Cl)Cl>[CH2:1]([N+:4]([O-:49])([CH2:23][CH2:24][CH2:25][CH2:26][CH2:27][CH2:28][CH2:29][CH2:30][CH2:31][CH2:32][CH2:33][CH2:34][CH2:35][CH2:36][CH2:37][CH2:38][CH2:39][CH3:40])[CH2:5][CH2:6][CH2:7][CH2:8][CH2:9][CH2:10][CH2:11][CH2:12][CH2:13][CH2:14][CH2:15][CH2:16][CH2:17][CH2:18][CH2:19][CH2:20][CH2:21][CH3:22])[CH:2]=[CH2:3]. Reported procedure: Into a cooled solution of 5.0 g (9 mmol) of N-allyl-N,N-dioctadecylamine in 50 ml of chloroform at 0° C. under a nitrogen atmosphere is added dropwise with stirring a solution of 2.82 g (9 mmol) of 55% active m-chloroperbenzoic acid in 25 ml of chloroform. After the addition is complete (approximately 10 minutes), the resultant solution is allowed to warm to ambient temperature (about 22°-24° C.). The reaction is complete after about 2 hours when TLC analysis (silica gel, 19:1 v/v ethyl acetate:... Reactants: Nc1ccc(Br)c(F)c1, CC(C)(C)P(C(C)(C)C)C(C)(C)C, Cn1c(C#N)ccc1B(O)O, CCOC(C)=O, [F-], [K+], O=C(C=Cc1ccccc1)C=Cc1ccccc1, O=C(C=Cc1ccccc1)C=Cc1ccccc1, O=C(C=Cc1ccccc1)C=Cc1ccccc1, [Pd], [Pd]. The product is Cn1c(C#N)ccc1-c1ccc(N)cc1F. As a reaction SMILES: [Br:1][c:2]1[c:3]([F:9])[cH:4][c:5]([NH2:6])[cH:7][cH:8]1.[C:23]([P:24]([C:25]([CH3:26])([CH3:27])[CH3:28])[C:29]([CH3:30])([CH3:31])[CH3:32])([CH3:33])([CH3:34])[CH3:35].[CH3:10][n:11]1[c:12]([B:18]([OH:19])[OH:20])[cH:13][cH:14][c:15]1[C:16]#[N:17].[CH3:36][CH2:37][O:38][C:39]([CH3:40])=[O:41].[F-:21].[K+:22].[O:44]=[C:45]([CH:46]=[CH:47][c:48]1[cH:49][cH:50][cH:51][cH:52][cH:53]1)[CH:54]=[CH:55][c:56]1[cH:57][cH:58][cH:59][cH:60][cH:61]1.[O:62]=[C:63]([CH:64]=[CH:65][c:66]1[cH:67][cH:68][cH:69][cH:70][cH:71]1)[CH:72]=[CH:73][c:74]1[cH:75][cH:76][cH:77][cH:78][cH:79]1.[O:80]=[C:81]([CH:82]=[CH:83][c:84]1[cH:85][cH:86][cH:87][cH:88][cH:89]1)[CH:90]=[CH:91][c:92]1[cH:93][cH:94][cH:95][cH:96][cH:97]1.[Pd:42].[Pd:43]>>[c:2]1(-[c:12]2[n:11]([CH3:10])[c:15]([C:16]#[N:17])[cH:14][cH:13]2)[c:3]([F:9])[cH:4][c:5]([NH2:6])[cH:7][cH:8]1.